The task is: describe an organic reaction: reactants, conditions, products, and yield. This data is from the Open Reaction Database (ORD), a public repository of structured organic reaction records. The reactants are C1(=CC=CC=C1)COC(=O)NC[C@H]1N(CCC1)C(C(=O)OCC)C(=O)OCC (diethyl {(2S)-2-[({[(phenylmethyl)oxy]carbonyl}amino)methyl]-1-pyrrolidinyl}propanedioate). The reagents and catalysts are [Pd] (Pd/C). Solvent: CCO (EtOH). Reaction conditions: temperature 50 celsius, time 2.5 hour. Product: O=C1NC[C@H]2N(C1C(=O)OCC)CCC2 (ethyl (8aS)-3-oxooctahydropyrrolo[1,2-a]pyrazine-4-carboxylate). Isolated yield 101.8%. As a reaction SMILES: C1(COC([NH:11][CH2:12][C@@H:13]2[CH2:17][CH2:16][CH2:15][N:14]2[CH:18]([C:24]([O:26]CC)=O)[C:19]([O:21][CH2:22][CH3:23])=[O:20])=O)C=CC=CC=1>CCO.[Pd]>[O:26]=[C:24]1[CH:18]([C:19]([O:21][CH2:22][CH3:23])=[O:20])[N:14]2[CH2:15][CH2:16][CH2:17][C@H:13]2[CH2:12][NH:11]1. Procedure details: The solution of diethyl {(2S)-2-[({[(phenylmethyl)oxy]carbonyl}amino)methyl]-1-pyrrolidinyl}propanedioate (D115, 1.40 g, 3.67 mmol) in EtOH (ca. 20 ml) was degassed, (10%) Pd/C (778 mg, 0.734 mmol) was added and the reaction mixture was stirred under a H2 atmosphere for 2.5 hrs. The catalyst was filtered off and the volume of the filtrated solution was reduced in vacuo. The solution was warmed-up to 50° C. and it was stirred at this temperature for 7 hrs. The solvent was evaporated to dryness to... Reactants: N=1N(N=C2C1C=CC=C2)C2=C(C=CC(=C2)C)O (2-(2H-benzotriazol-2-yl)-4-methyl-phenol), C=O (paraformaldehyde), S(O)(O)(=O)=O (sulphuric acid), Cl (HCl). Run in C(C)(=O)O (acetic acid). Conditions: temperature 90 celsius. The product is N=1N(N=C2C1C=CC=C2)C2=C(C(=CC(=C2)C)CCl)O (2-(2H-Benzotriazol-2-yl)-6-chloromethyl-4-methyl-phenol). Isolated yield 95.0%. RXN SMILES: [N:1]1[N:2]([C:10]2[CH:15]=[C:14]([CH3:16])[CH:13]=[CH:12][C:11]=2O)[N:3]=[C:4]2[CH:9]=[CH:8][CH:7]=[CH:6][C:5]=12.[CH2:18]=[O:19].S(=O)(=O)(O)O.[ClH:25]>C(O)(=O)C>[N:1]1[N:2]([C:10]2[CH:15]=[C:14]([CH3:16])[CH:13]=[C:12]([CH2:11][Cl:25])[C:18]=2[OH:19])[N:3]=[C:4]2[CH:9]=[CH:8][CH:7]=[CH:6][C:5]=12. Reported procedure: A mixture of 2-(2H-benzotriazol-2-yl)-4-methyl-phenol (100.0 g, 0.44 mol), paraformaldehyde (26.4 g, 0.88 mol), sulphuric acid (10.9 g, 110 mmol), conc. HCl (200 mL), and acetic acid (500 mL) is heated to 90° C. for six hours. The precipitated product is isolated by filtration and washed subsequently with AcOH, AcOH:heptane (1:1), and heptane and dried at 45° C. (95% yield). Starting materials: CCO, CCOC(=O)C=Cc1nccs1. The product is CCOC(=O)CCc1nccs1. As a reaction SMILES: [CH3:13][CH2:14][OH:15].[s:1]1[c:2]([CH:6]=[CH:7][C:8](=[O:9])[O:10][CH2:11][CH3:12])[n:3][cH:4][cH:5]1>>[s:1]1[c:2]([CH2:6][CH2:7][C:8](=[O:9])[O:10][CH2:11][CH3:12])[n:3][cH:4][cH:5]1. Reactants: C1(=C(C(=C2C(=CC=C3C4=CC=CC5=CC=CC(C1=C23)=C45)C(=O)O)C(=O)O)C(=O)O)C(=O)O (perylenetetracarboxylic acid), C(CCCCCCCCCCCCCCCCC)N.C(C)(C)O.Cl (stearylamine isopropanol hydrochloric acid), C1(=C(C(=C2C(=CC=C3C4=CC=CC5=CC=CC(C1=C23)=C45)C(=O)O)C(=O)O)C(=O)O)C(=O)O (perylenetetracarboxylic acid). Yields the product 28.8, C(CCCCCCCCCCCCCCCCC)N (stearylamine). Reaction SMILES: C1(C(O)=O)C2=C3C(C4C5C(=CC=CC2=5)C=CC=4)=CC=C(C(O)=O)C3=C(C(O)=O)C=1C(O)=O.[CH2:33]([NH2:51])[CH2:34][CH2:35][CH2:36][CH2:37][CH2:38][CH2:39][CH2:40][CH2:41][CH2:42][CH2:43][CH2:44][CH2:45][CH2:46][CH2:47][CH2:48][CH2:49][CH3:50].C(O)(C)C.Cl>>[CH2:33]([NH2:51])[CH2:34][CH2:35][CH2:36][CH2:37][CH2:38][CH2:39][CH2:40][CH2:41][CH2:42][CH2:43][CH2:44][CH2:45][CH2:46][CH2:47][CH2:48][CH2:49][CH3:50] |f:1.2.3|. Procedure details: The alkaline perylenetetracarboxylic acid solution is added dropwise to the stearylamine/isopropanol/hydrochloric acid suspension in the course of 15 minutes at 60° C., whereupon the perylenetetracarboxylic acid precipitates. The formation of the anhydride imide is brought to completion by boiling the still acid suspension for 3 hours at reflux temperature. The red pigment suspension is filtered at about 70° C. The filter cake is washed neutral with cold water and dried in a vacuum cabinet at 80... Starting materials: COc1ccc(NC(=O)OCC(Cl)(Cl)Cl)cn1, CS(C)=O, CCN(C(C)C)C(C)C, O, c1ccc(-c2nsc(N3CCNCC3)n2)cc1. Product: COc1ccc(NC(=O)N2CCN(c3nc(-c4ccccc4)ns3)CC2)cn1. Reaction SMILES: [CH3:1][O:2][c:3]1[cH:4][cH:5][c:6]([NH:9][C:10]([O:11][CH2:12][C:13]([Cl:14])([Cl:15])[Cl:16])=[O:17])[cH:7][n:8]1.[CH3:44][S:45]([CH3:46])=[O:47].[CH:35]([N:36]([CH:37]([CH3:38])[CH3:39])[CH2:40][CH3:41])([CH3:42])[CH3:43].[OH2:48].[c:18]1(-[c:24]2[n:25][s:26][c:27]([N:29]3[CH2:30][CH2:31][NH:32][CH2:33][CH2:34]3)[n:28]2)[cH:19][cH:20][cH:21][cH:22][cH:23]1>>[CH3:1][O:2][c:3]1[cH:4][cH:5][c:6]([NH:9][C:10](=[O:17])[N:32]2[CH2:31][CH2:30][N:29]([c:27]3[s:26][n:25][c:24](-[c:18]4[cH:19][cH:20][cH:21][cH:22][cH:23]4)[n:28]3)[CH2:34][CH2:33]2)[cH:7][n:8]1. Starting materials: resultant mixture, C([O-])([O-])=O.[K+].[K+] (potassium carbonate), Cl.C(C)N=C=NCCCN(C)C (1-Ethyl-3-(3-dimethylaminopropyl)carbodiimide hydrochloride), NCCCCN1CC2=CC(=CC=C2CC1)OC (2-(4-aminobutyl)-7-methoxy-1,2,3,4-tetrahydroisoquinoline), C(#N)C=1C=C(C=CC1)C1=CC=C(C(=O)O)C=C1 (4-(3-cyanophenyl)benzoic acid), ON1N=NC2=C1C=CC=C2 (1-hydroxybenzotriazole). The solvent is ClCCl (dichloromethane). Reaction conditions: time 1 hour. The product is C(#N)C=1C=C(C=CC1)C1=CC=C(C(=O)NCCCCN2CC3=CC(=CC=C3CC2)OC)C=C1 (2-(4-(4-(3Cyanophenyl)benzoylamino)butyl)-7-methoxy-1,2,3,4-tetrahydroisoquinoline). Yield: 60.6%. Reaction SMILES: Cl.C(N=C=NCCCN(C)C)C.[NH2:13][CH2:14][CH2:15][CH2:16][CH2:17][N:18]1[CH2:27][CH2:26][C:25]2[C:20](=[CH:21][C:22]([O:28][CH3:29])=[CH:23][CH:24]=2)[CH2:19]1.[C:30]([C:32]1[CH:33]=[C:34]([C:38]2[CH:46]=[CH:45][C:41]([C:42](O)=[O:43])=[CH:40][CH:39]=2)[CH:35]=[CH:36][CH:37]=1)#[N:31].ON1C2C=CC=CC=2N=N1.C(=O)([O-])[O-].[K+].[K+]>ClCCl>[C:30]([C:32]1[CH:33]=[C:34]([C:38]2[CH:39]=[CH:40][C:41]([C:42]([NH:13][CH2:14][CH2:15][CH2:16][CH2:17][N:18]3[CH2:27][CH2:26][C:25]4[C:20](=[CH:21][C:22]([O:28][CH3:29])=[CH:23][CH:24]=4)[CH2:19]3)=[O:43])=[CH:45][CH:46]=2)[CH:35]=[CH:36][CH:37]=1)#[N:31] |f:0.1,5.6.7|. Procedure: 1-Ethyl-3-(3-dimethylaminopropyl)carbodiimide hydrochloride (0.41 g, 2.14 mmol) was added to a solution of 2-(4-aminobutyl)-7-methoxy-1,2,3,4-tetrahydroisoquinoline (0.5 g, 2.14 mmol), 4-(3-cyanophenyl)benzoic acid (0.368 g, 2.14 mmol) and 1-hydroxybenzotriazole (0.1 g, 0.7 mmol) in dichloromethane (8 ml). The resultant mixture was shaken for 18 h. before saturated aqueous potassium carbonate (5 ml) was added and shaking continued 1 hr. The organic layer was chromatographed on silica gel using 1... The reactants are 37.6, NC1=NC=CC=C1 (2-aminopyridine), Cl (hydrochloric acid), ClCl (chlorine), ClCl (chlorine). The product is 58.5, NC1=NC=C(C=C1Cl)Cl (2-amino-3,5-dichloropyridine). Isolated yield 90.0%. Reaction SMILES: [NH2:1][C:2]1[CH:7]=[CH:6][CH:5]=[CH:4][N:3]=1.[ClH:8].[Cl:9]Cl>>[NH2:1][C:2]1[C:7]([Cl:8])=[CH:6][C:5]([Cl:9])=[CH:4][N:3]=1. Reported procedure: To produce 2-amino-3,5-dichloropyridine, 30 parts of chlorine are introduced in the course of 30 minutes, with slight cooling, into a solution of 37.6 parts of 2-aminopyridine in 160 parts of concentrated hydrochloric acid. The temperature is then raised to 50° to 60° C. and a further 60 parts of chlorine are introduced during 6 hours. After completion of the chlorine addition, the solution is poured onto ice, and the chlorine still present is removed with sodium bisulphite. There is then added ...